Dataset: the Open Reaction Database (ORD), a public repository of structured organic reaction records. Task: describe an organic reaction: reactants, conditions, products, and yield Reactants: OC1=C(CO)C=CC=C1 (2-hydroxybenzyl alcohol), C1(=CC=CC=C1)C1=CC=C(CCl)C=C1 (4-phenylbenzyl chloride), C([O-])([O-])=O.[K+].[K+] (potassium carbonate). The solvent is CC(=O)C (acetone). The product is C1(=CC=C(C=C1)COC1=C(C=CC=C1)CO)C1=CC=CC=C1 ([2-(1,1′-Biphenyl-4-ylmethoxy)phenyl]methanol). RXN SMILES: [OH:1][C:2]1[CH:9]=[CH:8][CH:7]=[CH:6][C:3]=1[CH2:4][OH:5].[C:10]1([C:16]2[CH:23]=[CH:22][C:19]([CH2:20]Cl)=[CH:18][CH:17]=2)[CH:15]=[CH:14][CH:13]=[CH:12][CH:11]=1.C(=O)([O-])[O-].[K+].[K+]>CC(C)=O>[C:16]1([C:10]2[CH:11]=[CH:12][CH:13]=[CH:14][CH:15]=2)[CH:17]=[CH:18][C:19]([CH2:20][O:1][C:2]2[CH:9]=[CH:8][CH:7]=[CH:6][C:3]=2[CH2:4][OH:5])=[CH:22][CH:23]=1 |f:2.3.4|. Procedure details: A mixture of 2.92 g (23.49 mmol) of 2-hydroxybenzyl alcohol, 5.00 g (24.67 mmol) of 4-phenylbenzyl chloride and 3.41 g (24.67 mmol) of potassium carbonate in 60 ml of acetone was heated at reflux overnight. The precipitate formed was filtered off. The residue was taken up in 1N NaOH, and the mixture was extracted with ethyl acetate. The combined organic phases were dried over Na2SO4 and the solvent was removed. The product was purified chromatographically (silica gel, cyclohexane/ethyl acetate 1... Yields the product C(\C=C(/C)\CCC[C@H](C)CCC[C@H](C)CCCC(C)C)OC (methyl phytyl ether). Reported procedure: 10.0 g of phytyl chloride was dropped into a solution of 2.0 g of sodium methoxide dissolved in 70 ml of methanol. The resulting mixture was stirred for 4 hours at 60° C. After the completion of the reaction, the reaction mixture was concentrated under reduced pressure. The residue obtained was dissolved in 30 ml of ethyl acetate, and the resulting solution was washed with water. The solution was dried over anhydrous magnesium sulfate and the solvent was removed by distillation under reduced pre... Reaction conditions: temperature 60 celsius, time 4 hour. Run in C(C)(=O)OCC (ethyl acetate), CO (methanol). The yield is 95.3%. Reaction SMILES: [CH2:1](Cl)/[CH:2]=[C:3](/[CH2:5][CH2:6][CH2:7][C@@H:8]([CH2:10][CH2:11][CH2:12][C@@H:13]([CH2:15][CH2:16][CH2:17][CH:18]([CH3:20])[CH3:19])[CH3:14])[CH3:9])\[CH3:4].[CH3:22][O-:23].[Na+]>CO.C(OCC)(=O)C>[CH2:1]([O:23][CH3:22])/[CH:2]=[C:3](/[CH2:5][CH2:6][CH2:7][C@@H:8]([CH2:10][CH2:11][CH2:12][C@@H:13]([CH2:15][CH2:16][CH2:17][CH:18]([CH3:20])[CH3:19])[CH3:14])[CH3:9])\[CH3:4] |f:1.2|. Reactants: C(\C=C(/C)\CCC[C@H](C)CCC[C@H](C)CCCC(C)C)Cl (phytyl chloride), C[O-].[Na+] (sodium methoxide). Reactants: C(=O)(OCC)C1C(CCCCC1)=O (2-carboethoxycycloheptanone), O (water), C([O-])([O-])=O.[K+].[K+] (potassium carbonate), C(C=C)Br (allyl bromide). The reagents and catalysts are [I-].C(CCC)[N+](CCCC)(CCCC)CCCC (tetrabutyl ammonium iodide). Run in CN(C)C=O (DMF). Reaction conditions: temperature 57.5 celsius, time 17 hour. Yields the product C(C=C)C1(C(CCCCC1)=O)C(=O)OCC (2-allyl-2-carboethoxycycloheptanone). As a reaction SMILES: [C:1]([CH:6]1[CH2:12][CH2:11][CH2:10][CH2:9][CH2:8][C:7]1=[O:13])([O:3][CH2:4][CH3:5])=[O:2].C(=O)([O-])[O-].[K+].[K+].[CH2:20](Br)[CH:21]=[CH2:22].O>[I-].C([N+](CCCC)(CCCC)CCCC)CCC.CN(C=O)C>[CH2:22]([C:6]1([C:1]([O:3][CH2:4][CH3:5])=[O:2])[CH2:12][CH2:11][CH2:10][CH2:9][CH2:8][C:7]1=[O:13])[CH:21]=[CH2:20] |f:1.2.3,6.7|. Procedure: 2-carboethoxycycloheptanone (1 mmol), finely powdered potassium carbonate (2 mmol), allyl bromide (1.5 mmol), and tetrabutyl ammonium iodide (10 mg/mmol) are combined in dry DMF (1.25 mL/mmol) and stirred under N2 at 55 to 60° C. for 16 to 18 hours. The room temperature reaction mixture is poured into water and extracted with Et2O and EtOAc. The combined organics are washed with brine, dried, and stripped of all solvent under reduced pressure to provide 2-allyl-2-carboethoxycycloheptanone. This ... Yields the product CC1=C(C=CC(=C1)OC(F)(F)F)NC(OC(C)(C)C)=O (tert-butyl 2-methyl-4-trifluoromethoxyphenylcarbamate). Run at temperature -20 celsius, time 4 hour. Solvent: CCCCC (pentane), O1CCCC1 (tetrahydrofuran), petroleum ether. Reactants: solution, C(C)(C)(C)[Li] (tert-butyllithium), FC(OC1=CC=C(C=C1)NC(OC(C)(C)C)=O)(F)F (tert-butyl 4-trifluoromethoxyphenylcarbamate), tert-Butyl 2-methyl-4-trifluoromethoxyphenyl carbamate, IC (iodomethane), O (water). Procedure details: tert-Butyl 2-methyl-4-trifluoromethoxyphenyl carbamate may be prepared in the following manner: 106 ml of a 1.5 M solution of tert-butyllithium in pentane are added dropwise over 1 hour to a solution, kept at −70° C. under an argon atmosphere, of 20 g of tert-butyl 4-trifluoromethoxyphenylcarbamate in 250 ml of anhydrous tetrahydrofuran. The mixture is stirred for 4 hours at −20° C., cooled to around −70° C., supplemented with 10.3 g of iodomethane and then stirred for 16 hours at a temperature ... Reaction SMILES: [C:1]([Li])(C)(C)C.[F:6][C:7]([F:24])([F:23])[O:8][C:9]1[CH:14]=[CH:13][C:12]([NH:15][C:16](=[O:22])[O:17][C:18]([CH3:21])([CH3:20])[CH3:19])=[CH:11][CH:10]=1.IC.O>CCCCC.O1CCCC1>[CH3:1][C:11]1[CH:10]=[C:9]([O:8][C:7]([F:23])([F:24])[F:6])[CH:14]=[CH:13][C:12]=1[NH:15][C:16](=[O:22])[O:17][C:18]([CH3:19])([CH3:20])[CH3:21]. The reactants are CCOC(C)=O, C1CCOC1, CCCCCC, Oc1ccccc1C(F)(F)F, CC(C)(C)[Si](C)(C)OCC1=CC=C(CO)SS1, c1ccc(P(c2ccccc2)c2ccccc2)cc1. The product is CC(C)(C)[Si](C)(C)OCC1=CC=C(COc2ccccc2C(F)(F)F)SS1. RXN SMILES: [C:54]([O:55][CH2:56][CH3:57])(=[O:58])[CH3:59].[CH2:60]1[O:61][CH2:62][CH2:63][CH2:64]1.[CH3:48][CH2:49][CH2:50][CH2:51][CH2:52][CH3:53].[F:18][C:19]([c:20]1[c:21]([OH:26])[cH:22][cH:23][cH:24][cH:25]1)([F:27])[F:28].[OH:1][CH2:2][C:3]1=[CH:8][CH:7]=[C:6]([CH2:9][O:10][Si:11]([CH3:12])([CH3:13])[C:14]([CH3:15])([CH3:16])[CH3:17])[S:5][S:4]1.[c:29]1([P:30]([c:31]2[cH:32][cH:33][cH:34][cH:35][cH:36]2)[c:37]2[cH:38][cH:39][cH:40][cH:41][cH:42]2)[cH:43][cH:44][cH:45][cH:46][cH:47]1>>[O:1]([CH2:2][C:3]1=[CH:8][CH:7]=[C:6]([CH2:9][O:10][Si:11]([CH3:12])([CH3:13])[C:14]([CH3:15])([CH3:16])[CH3:17])[S:5][S:4]1)[c:21]1[c:20]([C:19]([F:18])([F:27])[F:28])[cH:25][cH:24][cH:23][cH:22]1. Reactants: C(C1=CC=CC=C1)OC(NCC1CN(CCC1)CCC1=CC=C(C=C1)F)=O ({1-[2-(4-fluorophenyl)ethyl]-piperidin-3-ylmethyl}carbamic acid benzyl ester). Reagents/catalysts: [OH-].[OH-].[Pd+2] (Pearlman's catalyst). The solvent is CO (methanol). Conditions: time 17 hour. Yields the product FC1=CC=C(C=C1)CCN1CC(CCC1)CN (C-{1-[2-(4-fluorophenyl)ethyl]-piperidin-3-yl}methylamine). Reaction SMILES: C(OC(=O)[NH:10][CH2:11][CH:12]1[CH2:17][CH2:16][CH2:15][N:14]([CH2:18][CH2:19][C:20]2[CH:25]=[CH:24][C:23]([F:26])=[CH:22][CH:21]=2)[CH2:13]1)C1C=CC=CC=1>[OH-].[OH-].[Pd+2].CO>[F:26][C:23]1[CH:24]=[CH:25][C:20]([CH2:19][CH2:18][N:14]2[CH2:15][CH2:16][CH2:17][CH:12]([CH2:11][NH2:10])[CH2:13]2)=[CH:21][CH:22]=1 |f:1.2.3|. Procedure details: A solution of {1-[2-(4-fluorophenyl)ethyl]-piperidin-3-ylmethyl}carbamic acid benzyl ester (140 mg, 370 μmol) was combined with Pearlman's catalyst (50 mg) and methanol (10 mL) and shaken under an atmosphere of hydrogen (40 psig) for 17 hours. The mixture was filtered, and the filtrate was concentrated to provide a gum (88 mg, quantitative) which was used without further purification. 1H NMR (300 MHz, CD3OD) δ7.21 (m, 2H), 6.99 (t, J=9 Hz, 2H), 3.1-2.9 (m, 2H), 2.80 (m, 2H), 2.60 (m, 2H), 2.1-1.... The reactants are O=C([O-])[O-], CC#N, CC(CBr)CCBr, [K+], [K+], CC(N)CO. The product is CC1CCN(C(C)CO)C1. As a reaction SMILES: [C:13](=[O:14])([O-:15])[O-:16].[CH3:19][C:20]#[N:21].[CH3:1][CH:2]([CH2:3][Br:7])[CH2:5][CH2:6][Br:4].[K+:17].[K+:18].[NH2:8][CH:9]([CH2:10][OH:11])[CH3:12]>>[CH3:1][CH:2]1[CH2:3][N:8]([CH:9]([CH2:10][OH:11])[CH3:12])[CH2:6][CH2:5]1.